Dataset: the Open Reaction Database (ORD), a public repository of structured organic reaction records. Task: describe an organic reaction: reactants, conditions, products, and yield Starting materials: OC(CCCN(S(=O)(=O)C)CCCCCCC(=O)O)CCCCC (7-[N-(4-hydroxynonyl)methanesulfonamido]heptanoic acid), C(C)(=O)OC(C)=O (acetic anhydride). The solvent is C(C)OCC (ethyl ether). Run at temperature 60 celsius. The product is C(C)(=O)OC(CCCN(S(=O)(=O)C)CCCCCCC(=O)O)CCCCC (7-[N-(4-acetoxynonyl)methanesulfonamido]heptanoic acid). Reaction SMILES: [OH:1][CH:2]([CH2:20][CH2:21][CH2:22][CH2:23][CH3:24])[CH2:3][CH2:4][CH2:5][N:6]([CH2:11][CH2:12][CH2:13][CH2:14][CH2:15][CH2:16][C:17]([OH:19])=[O:18])[S:7]([CH3:10])(=[O:9])=[O:8].[C:25](OC(=O)C)(=[O:27])[CH3:26]>C(OCC)C>[C:25]([O:1][CH:2]([CH2:20][CH2:21][CH2:22][CH2:23][CH3:24])[CH2:3][CH2:4][CH2:5][N:6]([CH2:11][CH2:12][CH2:13][CH2:14][CH2:15][CH2:16][C:17]([OH:19])=[O:18])[S:7]([CH3:10])(=[O:8])=[O:9])(=[O:27])[CH3:26]. Procedure details: A mixture of 7-[N-4-hydroxynonyl)methanesulfonamido]heptanoic acid (10.9 g., 0.03 mole) (Example 1, Step B) and acetic anhydride (6.1 g., 0.06 mole) is heated at 60° C. for 18 hours. The mixture is cooled and taken up in 80 ml. of ethyl ether. The solution is extracted with an ice-cold solution of 8 g. of sodium hydroxide in 150 ml. of water. The basic solution is separated and acidified with concentrated hydrochloric acid. The crude product that separates is extracted into ether, washed with wa...